Dataset: the Open Reaction Database (ORD), a public repository of structured organic reaction records. Task: describe an organic reaction: reactants, conditions, products, and yield RXN SMILES: C[N:2]1CCOCC1.[C:8]1([CH2:14][S:15](Cl)(=[O:17])=[O:16])[CH:13]=[CH:12][CH:11]=[CH:10][CH:9]=1>C(#N)C>[CH2:14]([S:15]([NH2:2])(=[O:17])=[O:16])[C:8]1[CH:13]=[CH:12][CH:11]=[CH:10][CH:9]=1. Procedure details: To a solution of 5 (7.54 g, 0.0298 mole; see Example 5) and 4-methylmorpholine (9.04 g, 0.0894 mole, 9.83 mL) in 300 mL of anhydrous acetonitrile at 0° C. under N2 was added α-toluene-sulfonyl chloride (11.36 g, 0.0596 mole) in one portion. The solution was stirred at 0° C. for 1 hour and allowed to warm to and stir at ambient temperature for 19 hours. The solution was filtered and evaporated. The crude residue was purified by flash chromatography on silica gel using a hexane, CH2Cl2 : 4,1 to CH... Isolated yield 118.1%. Reactants: CN1CCOCC1 (4-methylmorpholine), C1(=CC=CC=C1)CS(=O)(=O)Cl (α-toluene-sulfonyl chloride). Yields the product C(C1=CC=CC=C1)S(=O)(=O)N (benzylsulfonamide). Solvent: C(C)#N (acetonitrile). Reaction conditions: temperature 0 celsius, time 1 hour. Reactants: Cc1nc(-c2ccc(C(F)(F)F)cc2)sc1COc1cccc2c1ccn2CC(=O)OC(C)(C)C, ClCCl, O=C(O)C(F)(F)F. Yields the product Cc1nc(-c2ccc(C(F)(F)F)cc2)sc1COc1cccc2c1ccn2CC(=O)O. Reaction SMILES: [C:1]([CH3:2])([CH3:3])([CH3:4])[O:5][C:6]([CH2:7][n:8]1[cH:9][cH:10][c:11]2[c:12]([O:17][CH2:18][c:19]3[c:20]([CH3:34])[n:21][c:22](-[c:24]4[cH:25][cH:26][c:27]([C:30]([F:31])([F:32])[F:33])[cH:28][cH:29]4)[s:23]3)[cH:13][cH:14][cH:15][c:16]12)=[O:35].[Cl:43][CH2:44][Cl:45].[OH:36][C:37]([C:38]([F:39])([F:40])[F:41])=[O:42]>>[O:5]=[C:6]([CH2:7][n:8]1[cH:9][cH:10][c:11]2[c:12]([O:17][CH2:18][c:19]3[c:20]([CH3:34])[n:21][c:22](-[c:24]4[cH:25][cH:26][c:27]([C:30]([F:31])([F:32])[F:33])[cH:28][cH:29]4)[s:23]3)[cH:13][cH:14][cH:15][c:16]12)[OH:35]. Starting materials: ClCC(=O)N(C1=C(C=CC=C1CC)C)CN1N=CN=C1 (2-chloro-2'-methyl-6'-ethyl-N-(1,2,4-triazol-1-yl-methyl)-acetanilide), Cl (hydrogen chloride). Run in CCOCC (ether), ClCCl (dichloromethane), CCOCC (ether). Yields the product Cl.ClCC(=O)N(C1=C(C=CC=C1CC)C)CN1N=CN=C1 (2-chloro-2'-methyl-6'-ethyl-N-(1,2,4-triazol-1-yl-methyl)acetanilide hydrochloride). Reaction SMILES: [Cl:1][CH2:2][C:3]([N:5]([CH2:15][N:16]1[CH:20]=[N:19][CH:18]=[N:17]1)[C:6]1[C:11]([CH2:12][CH3:13])=[CH:10][CH:9]=[CH:8][C:7]=1[CH3:14])=[O:4].Cl>ClCCl.CCOCC>[ClH:1].[Cl:1][CH2:2][C:3]([N:5]([CH2:15][N:16]1[CH:20]=[N:19][CH:18]=[N:17]1)[C:6]1[C:11]([CH2:12][CH3:13])=[CH:10][CH:9]=[CH:8][C:7]=1[CH3:14])=[O:4] |f:4.5|. Procedure: 10.0 parts by weight of 2-chloro-2'-methyl-6'-ethyl-N-(1,2,4-triazol-1-yl-methyl)-acetanilide is dissolved in 50 parts by volume of a mixture of anhydrous dichloromethane and ether (1:1). Dry hydrogen chloride is then passed in, while cooling, for 15 minutes, and a further 55 parts by volume of anhydrous ether is dripped in. The precipitated crystals are suction filtered, and there is obtained 7.5 parts by weight of 2-chloro-2'-methyl-6'-ethyl-N-(1,2,4-triazol-1-yl-methyl)acetanilide hydrochlori... The reactants are C(C1=CC=CC=C1)OC1=NC(=C(C(=N1)OCC1=CC=CC=C1)C(C)C)Cl (2,4-bis(benzyloxy)-6-chloro-5-isopropylpyrimidine), C(#N)CC=1C=C(C#N)C=C(C1)C (3-(cyanomethyl)-5-methylbenzonitrile). The product is C(C1=CC=CC=C1)OC1=NC(=C(C(=N1)C(C=1C=C(C#N)C=C(C1)C)C#N)C(C)C)OCC1=CC=CC=C1 (3-((2,6-bis(benzyloxy)-5-isopropylpyrimidin-4-yl)(cyano)methyl)-5-methylbenzonitrile). RXN SMILES: [CH2:1]([O:8][C:9]1[N:14]=[C:13]([O:15][CH2:16][C:17]2[CH:22]=[CH:21][CH:20]=[CH:19][CH:18]=2)[C:12]([CH:23]([CH3:25])[CH3:24])=[C:11](Cl)[N:10]=1)[C:2]1[CH:7]=[CH:6][CH:5]=[CH:4][CH:3]=1.[C:27]([CH2:29][C:30]1[CH:31]=[C:32]([CH:35]=[C:36]([CH3:38])[CH:37]=1)[C:33]#[N:34])#[N:28]>>[CH2:1]([O:8][C:9]1[N:10]=[C:11]([CH:29]([C:27]#[N:28])[C:30]2[CH:31]=[C:32]([CH:35]=[C:36]([CH3:38])[CH:37]=2)[C:33]#[N:34])[C:12]([CH:23]([CH3:25])[CH3:24])=[C:13]([O:15][CH2:16][C:17]2[CH:22]=[CH:21][CH:20]=[CH:19][CH:18]=2)[N:14]=1)[C:2]1[CH:7]=[CH:6][CH:5]=[CH:4][CH:3]=1. Reported procedure: 5-Isopropyl barbtric acid (Lancaster) was reacted with phosphorus oxychloride to provide 2,4,6-trichloro-5-isopropylpyrimidine. The 2,4,6-trichloro-5-isopropylpyrimidine was then reacted with benzyl alkoxide to form 2,4-bis(benzyloxy)-6-chloro-5-isopropylpyrimidine. The 2,4-bis(benzyloxy)-6-chloro-5-isopropylpyrimidine was then reacted with 3-(cyanomethyl)-5-methylbenzonitrile to form 3-((2,6-bis(benzyloxy)-5-isopropylpyrimidin-4-yl)(cyano)methyl)-5-methylbenzonitrile. The 3-((2,6-bis(benzyloxy)... The reactants are [Li]CCCC (n-BuLi), [I-].C[P+](C1=CC=CC=C1)(C1=CC=CC=C1)C1=CC=CC=C1 (methyltriphenylphosphonium iodide), C(C1=CC=CC=C1)N1C[C@@H]([C@H](C1)C1=CC(=C(C=C1)F)F)C=O ((3R,4S)-1-benzyl-4-(3,4-difluoro-phenyl)-pyrrolidine-3-carbaldehyde). The solvent is C1CCOC1 (THF), C1CCOC1 (THF). Run at time 1 hour. Yields the product C(C1=CC=CC=C1)N1C[C@@H]([C@H](C1)C=C)C1=CC(=C(C=C1)F)F ((3S,4R)-1-Benzyl-3-(3,4-difluoro-phenyl)-4-vinyl-pyrrolidine). Isolated yield 61.7%. Reaction SMILES: [I-].[CH3:2][P+](C1C=CC=CC=1)(C1C=CC=CC=1)C1C=CC=CC=1.[Li]CCCC.[CH2:27]([N:34]1[CH2:38][C@H:37]([C:39]2[CH:44]=[CH:43][C:42]([F:45])=[C:41]([F:46])[CH:40]=2)[C@@H:36]([CH:47]=O)[CH2:35]1)[C:28]1[CH:33]=[CH:32][CH:31]=[CH:30][CH:29]=1>C1COCC1>[CH2:27]([N:34]1[CH2:35][C@H:36]([CH:47]=[CH2:2])[C@@H:37]([C:39]2[CH:44]=[CH:43][C:42]([F:45])=[C:41]([F:46])[CH:40]=2)[CH2:38]1)[C:28]1[CH:33]=[CH:32][CH:31]=[CH:30][CH:29]=1 |f:0.1|. Reported procedure: To a suspension of methyltriphenylphosphonium iodide (6.35 g, 15.6 mmol) in THF (60 mL) was added n-BuLi (1.6N in heptane, 7.4 mL, 0.0119 mol) dropwise at 0° C. and stirred for one hour. To this reaction mixture was added a solution of (3R,4S)-1-benzyl-4-(3,4-difluoro-phenyl)-pyrrolidine-3-carbaldehyde 2.77 g (9.2 mmol) in THF (15 mL) dropwise at 0° C. and stirred for another one hour. The reaction was quenched by aq. ammonium chloride solution and extracted with ethylacetate. The separated orga... The reactants are CN1CC(CCC1)OC=1C=C(C#N)C=CC1 (3-[(1-Methylpiperidin-3-yl)oxy]benzonitrile). The reagents and catalysts are [Ni] (Ni). Solvent: N (NH3), CO (MeOH). Yields the product CN1CC(CCC1)OC=1C=C(C=CC1)CN (1-{3-[(1-Methylpiperidin-3-yl)oxy]phenyl}methanamine). RXN SMILES: [CH3:1][N:2]1[CH2:7][CH2:6][CH2:5][CH:4]([O:8][C:9]2[CH:10]=[C:11]([CH:14]=[CH:15][CH:16]=2)[C:12]#[N:13])[CH2:3]1>N.CO.[Ni]>[CH3:1][N:2]1[CH2:7][CH2:6][CH2:5][CH:4]([O:8][C:9]2[CH:10]=[C:11]([CH2:12][NH2:13])[CH:14]=[CH:15][CH:16]=2)[CH2:3]1. Reported procedure: 3-[(1-Methylpiperidin-3-yl)oxy]benzonitrile (623 mg, 2.90 mmol) was dissolved (0.05 M) in NH3 in MeOH (58 ml). Hydrogenation was performed using a Raney-Ni 30×4 mm CatCart (H-Cube, 50 bar, 50° C., 1 ml/min). Evaporation in vacuo yielded the title compound as a colorless oil. Yield: 633 mg (99%). 1H NMR (400 MHz, CDCl3) δ 7.20 (t, 1H, J=7.9 Hz), 6.89-6.83 (m, 2H), 6.79 (dd, 1H, J=8.2 Hz, J=2.2 Hz), 4.37 (m, 1H, J=4.2 Hz), 3.80 (s, 2H), 2.91 (d, 1H), 2.62-2.54 (m, 1H), 2.28 (s, 3H), 2.13 (m, 2H), ... Reactants: [BH4-], CCO, Cl, [H-], [Na+], O=C(O)CCCCCCN1C(=O)CSC1C=CC(=O)CCc1ccccc1, O. Product: O=C(O)CCCCCCN1C(=O)CSC1C=CC(O)CCc1ccccc1. As a reaction SMILES: [BH4-:1].[CH3:32][CH2:33][OH:34].[ClH:31].[H-:30].[Na+:2].[O:3]=[C:4]([CH:5]=[CH:6][CH:7]1[S:8][CH2:9][C:10](=[O:21])[N:11]1[CH2:12][CH2:13][CH2:14][CH2:15][CH2:16][CH2:17][C:18](=[O:19])[OH:20])[CH2:22][CH2:23][c:24]1[cH:25][cH:26][cH:27][cH:28][cH:29]1.[OH2:35]>>[OH:3][CH:4]([CH:5]=[CH:6][CH:7]1[S:8][CH2:9][C:10](=[O:21])[N:11]1[CH2:12][CH2:13][CH2:14][CH2:15][CH2:16][CH2:17][C:18](=[O:19])[OH:20])[CH2:22][CH2:23][c:24]1[cH:25][cH:26][cH:27][cH:28][cH:29]1. Starting materials: C(C)Br (ethyl bromide), [Mg] (magnesium), C(C(=O)Cl)(=O)Cl (oxalyl chloride), CN.CO (methylamine methanol), BrC1=C(C=CC=C1)COC1OCCCC1 (1-bromo-2-(2-tetrahydropyranyloxymethyl)benzene). Run in C1CCOC1 (THF), C1CCOC1 (THF), C1CCOC1 (THF), O (water). Run at time 1 hour. The product is CNC(C(C1=C(C=CC=C1)COC1OCCCC1)=O)=O (N-methyl-2-oxo-2-[2-(2-tetrahydropyranyloxymethyl)phenyl]acetamide). Yield: 42.6%. RXN SMILES: Br[C:2]1[CH:7]=[CH:6][CH:5]=[CH:4][C:3]=1[CH2:8][O:9][CH:10]1[CH2:15][CH2:14][CH2:13][CH2:12][O:11]1.C(Br)C.[Mg].[C:20](Cl)(=[O:24])[C:21](Cl)=[O:22].[CH3:26][NH2:27].CO>O.C1COCC1>[CH3:26][NH:27][C:20](=[O:24])[C:21](=[O:22])[C:2]1[CH:7]=[CH:6][CH:5]=[CH:4][C:3]=1[CH2:8][O:9][CH:10]1[CH2:15][CH2:14][CH2:13][CH2:12][O:11]1 |f:4.5|. Procedure: A mixed solution of 1-bromo-2-(2-tetrahydropyranyloxymethyl)benzene (2.71 g, 0.01 mol) and dry THF (8 ml) was added dropwise at 50° to 60° C. over 20 minutes to a solution prepared by adding dry THF (2 ml) and ethyl bromide (0.1 ml) to magnesium (0.36 g, 0.015 mol) in a stream of nitrogen. After completion of the addition, the mixture was stirred at 50° to 60° C. for 1 hour and cooled to room temperature. After cooling, the mixture was added dropwise to a mixed solution of oxalyl chloride (1.90 ... Reactants: ClC1=CC(=C(C=C1OC(C)C)N1C(=NC(=C(C1=O)F)C(C(F)(F)F)(F)F)OC)F (1-(4-chloro-2-fluoro-5-isopropoxyphenyl)-5-fluoro-2-methoxy-4-pentafluoroethyl-6(1H)-pyrimidinone), S(O)(O)(=O)=O (sulphuric acid). Product: ClC1=CC(=C(C=C1O)N1C(=NC(=C(C1=O)F)C(C(F)(F)F)(F)F)OC)F (1-(4-chloro-2-fluoro-5-hydroxyphenyl)-5-fluoro-2-methoxy-4-pentafluoroethyl-6(1H)-pyrimidinone). As a reaction SMILES: [Cl:1][C:2]1[C:7]([O:8]C(C)C)=[CH:6][C:5]([N:12]2[C:17](=[O:18])[C:16]([F:19])=[C:15]([C:20]([F:26])([F:25])[C:21]([F:24])([F:23])[F:22])[N:14]=[C:13]2[O:27][CH3:28])=[C:4]([F:29])[CH:3]=1.S(=O)(=O)(O)O>>[Cl:1][C:2]1[C:7]([OH:8])=[CH:6][C:5]([N:12]2[C:17](=[O:18])[C:16]([F:19])=[C:15]([C:20]([F:25])([F:26])[C:21]([F:23])([F:22])[F:24])[N:14]=[C:13]2[O:27][CH3:28])=[C:4]([F:29])[CH:3]=1. Procedure: using 1-(4-chloro-2-fluoro-5-isopropoxyphenyl)-5-fluoro-2-methoxy-4-pentafluoroethyl-6(1H)-pyrimidinone with concentrated sulphuric acid during 2 minutes at 0° C. there is obtained 1-(4-chloro-2-fluoro-5-hydroxyphenyl)-5-fluoro-2-methoxy-4-pentafluoroethyl-6(1H)-pyrimidinone, 1H-NMR (CDCl3, 60 MHz): 7.28 ppm (d,1H), 6.83 ppm (d,1H), 5.10 ppm (s,1H), 4.00 ppm (s,3H); Reactants: C(C)(=O)OCC(=O)N=C(N(N=CC1=CC=CC=C1)C)NCCSCC=1OC(=CC1)CN(C)C (2-(acetyloxy)-N-[[[2-[[[5-[(dimethylamino)methyl]-2-furanyl]methyl]thio]ethyl]amino][1-methyl-2-(phenylmethylene)hydrazino]methylene]acetamide), O (Water). The solvent is Cl (hydrochloric acid). Run at time 10 minute. The product is N (ammonia), CN(C)CC1=CC=C(O1)CSCCNC1=NC(=NN1C)CO (5-[[2-[[[5-[(dimethylamino)methyl]-2-furanyl]methyl]thio]ethyl]amino]-1-methyl-1H-1,2,4-triazole-3-methanol). Yield: 137.7%. As a reaction SMILES: C([O:4][CH2:5][C:6]([N:8]=[C:9]([NH:20][CH2:21][CH2:22][S:23][CH2:24][C:25]1[O:26][C:27]([CH2:30][N:31]([CH3:33])[CH3:32])=[CH:28][CH:29]=1)[N:10]([CH3:19])[N:11]=CC1C=CC=CC=1)=O)(=O)C.O>Cl>[NH3:8].[CH3:32][N:31]([CH2:30][C:27]1[O:26][C:25]([CH2:24][S:23][CH2:22][CH2:21][NH:20][C:9]2[N:10]([CH3:19])[N:11]=[C:6]([CH2:5][OH:4])[N:8]=2)=[CH:29][CH:28]=1)[CH3:33]. Procedure: A solution of 2-(acetyloxy)-N-[[[2-[[[5-[(dimethylamino)methyl]-2-furanyl]methyl]thio]ethyl]amino][1-methyl-2-(phenylmethylene)hydrazino]methylene]acetamide (0.74 g) in 2N hydrochloric acid was heated at 98°-100° for 1 h. Water (5 ml) was added to the cooled solution which was washed with ethyl acetate. The aqueous fraction was made alkaline with sodium carbonate and the solution was evaporated to dryness in vacuo. The residue was suspended in ethyl acetate (20 ml), excess anhydrous sodium carbo...